Dataset: the Open Reaction Database (ORD), a public repository of structured organic reaction records. Task: describe an organic reaction: reactants, conditions, products, and yield The reactants are C1(=CC=CC=C1)C=1N=C(OC1C1=CC=CC=C1)[C@]1([C@@H](CCC[C@@H]1O)CC1=CC(=CC=C1)O[Si](C1=CC=CC=C1)(C1=CC=CC=C1)C(C)(C)C)O ((1S,2R,3S)-2-(4,5-diphenyloxazol-2-yl)-2,3-dihydroxy-1-[3-(tertbutyldiphenylsiloxy)benzyl] cyclohexane), COC(C)(OC)OC (orthoacetic acid trimethyl ester), C1(=CC=C(C=C1)S(=O)(=O)O)C (p-toluenesulfonic acid), C(Cl)Cl (CH2Cl2), [F-].C(CCC)[N+](CCCC)(CCCC)CCCC (tetrabutylammonium fluoride). Solvent: CCOC(=O)C (EtOAc), C1CCOC1 (THF). Conditions: time 30 minute. Yields the product C1(=CC=CC=C1)C=1N=C(OC1C1=CC=CC=C1)[C@@]12[C@@H](CCC[C@@H]1O2)CC=2C=C(OCC(=O)OCC)C=CC2 (ethyl {3-{[(1S,2R,3S)-2-(4,5-diphenyloxazol-2-yl)-2,3-epoxy-1-cyclohexyl]methyl}phenoxy}acetate). RXN SMILES: [C:1]1([C:7]2[N:8]=[C:9]([C@:18]3(O)[C@@H:23]([OH:24])[CH2:22][CH2:21][CH2:20][C@H:19]3[CH2:25][C:26]3[CH:31]=[CH:30][CH:29]=[C:28]([O:32][Si](C(C)(C)C)(C4C=CC=CC=4)C4C=CC=CC=4)[CH:27]=3)[O:10][C:11]=2C2C=CC=CC=2)[CH:6]=[CH:5]C=C[CH:2]=1.[CH3:51][O:52][C:53]([O:57]C)(OC)[CH3:54].[C:59]1(C)[CH:64]=[CH:63][C:62](S(O)(=O)=O)=[CH:61][CH:60]=1.[F-].[CH2:71]([N+](CCCC)(CCCC)CCCC)[CH2:72]CC.[CH2:88](Cl)Cl>C1COCC1.CCOC(C)=O>[C:1]1([C:7]2[N:8]=[C:9]([C@:18]34[O:24][C@H:23]3[CH2:22][CH2:21][CH2:20][C@H:19]4[CH2:25][C:26]3[CH:27]=[C:28]([CH:29]=[CH:30][CH:31]=3)[O:32][CH2:54][C:53]([O:52][CH2:51][CH3:88])=[O:57])[O:10][C:11]=2[C:59]2[CH:60]=[CH:61][CH:62]=[CH:63][CH:64]=2)[CH:6]=[CH:5][CH:72]=[CH:71][CH:2]=1 |f:3.4|. Procedure details: To a solution of (1S,2R,3S)-2-(4,5-diphenyloxazol-2-yl)-2,3-dihydroxy-1-[3-(tertbutyldiphenylsiloxy)benzyl] cyclohexane (8.7 g) in CH2Cl2 (100 ml) were added orthoacetic acid trimethyl ester (2.8 ml) and p-toluenesulfonic acid (150 mg) at room temperature under N2 gas. After being stirred for 30 minutes, the mixture was evaporated in vacuo. The residue was diluted with CH2Cl2 (100 ml), followed by addition of acetylbromide (3.0 ml) at 0° C. under N2 gas. After being stirred for 2 hours at room t... Reactants: COC1=CC=C(CCC=2OC3=C(C2C)C(=CC=C3)OCC=C)C=C1 (2-(p-methoxyphenethyl)-3-methyl-4-allyloxybenzofuran), ClC1=C(C=CC=C1)Cl (ortho dichlorobenzene). Yields the product COC1=CC=C(CCC=2OC3=C(C2C)C(=C(C=C3)CC=C)O)C=C1 (2-(p-methoxyphenethyl)-3-methyl-4-hydroxy-5-allylbenzofuran). Isolated yield 67.0%. As a reaction SMILES: [CH3:1][O:2][C:3]1[CH:24]=[CH:23][C:6]([CH2:7][CH2:8][C:9]2[O:10][C:11]3[CH:18]=[CH:17][CH:16]=[C:15]([O:19]CC=C)[C:12]=3[C:13]=2[CH3:14])=[CH:5][CH:4]=1.Cl[C:26]1[CH:31]=CC=C[C:27]=1Cl>>[CH3:1][O:2][C:3]1[CH:24]=[CH:23][C:6]([CH2:7][CH2:8][C:9]2[O:19][C:15]3[CH:16]=[CH:17][C:18]([CH2:31][CH:26]=[CH2:27])=[C:11]([OH:10])[C:12]=3[C:13]=2[CH3:14])=[CH:5][CH:4]=1. Reported procedure: A solution of 2-(p-methoxyphenethyl)-3-methyl-4-allyloxybenzofuran (0.9 gm, 2.8 mmoles) in ortho dichlorobenzene (15 mL) was refluxed for 4.5 hours under a nitrogen atmosphere. The mixture was cooled to room temperature and was chromatographed on silica gel. Elution with 15% ethylacetate in hexane yielded 0.6 gm (67%) of 2-(p-methoxyphenethyl)-3-methyl-4-hydroxy-5-allylbenzofuran.